From a dataset of the Open Reaction Database (ORD), a public repository of structured organic reaction records. describe an organic reaction: reactants, conditions, products, and yield Starting materials: CCCCc1ccc(N=C=O)c(C)c1, O=C([O-])C(F)(F)F, O=C(NCCC[N+]12CCC(CC1)C(OC(=O)C(O)(c1ccccc1)c1ccccc1)C2)Nc1ccccc1. Product: O=C([O-])C(F)(F)F, CCCCc1ccc(NC(=O)NCCC[N+]23CCC(CC2)C(OC(=O)C(O)(c2ccccc2)c2ccccc2)C3)c(C)c1. As a reaction SMILES: [CH2:46]([CH2:47][CH2:48][CH3:49])[c:50]1[cH:51][c:52]([CH3:59])[c:53]([N:56]=[C:57]=[O:58])[cH:54][cH:55]1.[F:1][C:2]([C:3](=[O:4])[O-:5])([F:6])[F:7].[OH:8][C:9]([C:10](=[O:11])[O:12][CH:13]1[CH2:14][N+:15]2([CH2:21][CH2:22][CH2:23][NH:24][C:25]([NH:26][c:27]3[cH:28][cH:29][cH:30][cH:31][cH:32]3)=[O:33])[CH2:16][CH2:17][CH:18]1[CH2:19][CH2:20]2)([c:34]1[cH:35][cH:36][cH:37][cH:38][cH:39]1)[c:40]1[cH:41][cH:42][cH:43][cH:44][cH:45]1>>[F:1][C:2]([C:3](=[O:4])[O-:5])([F:6])[F:7].[OH:8][C:9]([C:10](=[O:11])[O:12][CH:13]1[CH2:14][N+:15]2([CH2:21][CH2:22][CH2:23][NH:24][C:57]([NH:56][c:53]3[c:52]([CH3:59])[cH:51][c:50]([CH2:46][CH2:47][CH2:48][CH3:49])[cH:55][cH:54]3)=[O:58])[CH2:16][CH2:17][CH:18]1[CH2:19][CH2:20]2)([c:34]1[cH:35][cH:36][cH:37][cH:38][cH:39]1)[c:40]1[cH:41][cH:42][cH:43][cH:44][cH:45]1. The reactants are CNC (dimethylamine), COC1=C(C(=O)Cl)C(=CC=C1)OC (2,6-dimethoxybenzoyl chloride), O (Water). The solvent is C1CCOC1 (THF), C1CCOC1 (THF). Conditions: time 1 hour. The product is COC1=C(C(=O)N(C)C)C(=CC=C1)OC (2,6-Dimethoxy-N,N-dimethylbenzamide). RXN SMILES: [CH3:1][NH:2][CH3:3].[CH3:4][O:5][C:6]1[CH:14]=[CH:13][CH:12]=[C:11]([O:15][CH3:16])[C:7]=1[C:8](Cl)=[O:9].O>C1COCC1>[CH3:4][O:5][C:6]1[CH:14]=[CH:13][CH:12]=[C:11]([O:15][CH3:16])[C:7]=1[C:8]([N:2]([CH3:3])[CH3:1])=[O:9]. Procedure details: To a stirred solution of dimethylamine (2M in THF, 3 mL) and THF (2 mL) is added 2,6-dimethoxybenzoyl chloride (200.6 mg, 1 mmol) in THF (2 mL) dropwise. After the addition, the solution is stirred at RT for 1 h. Water is added and the suspension is extracted with EtOAc. The organic layer is washed with water and brine, and dried over sodium sulfate. The solvent is removed under reduced pressure to afford the title compound: 1H NMR (CDCl3) δ 7.26-7.22 (t, J=8.34 Hz, 1H), 6.56-6.53 (d, J=8.33 Hz,... Reactants: C1(=CC=CC=C1)S(=O)(=O)N1C=CC=2C1=NC=C(C2Cl)[N+](=O)[O-] (1-benzenesulfonyl-4-chloro-5-nitro-1H-pyrrolo[2,3-b]pyridine), C(C1=CC=CC=C1)N1C[C@@H](CCC1)N ((R)-1-benzyl-3-aminopiperidine), C(C)(C)N(CC)C(C)C (diisopropylethylamine). The solvent is CC(C)O (propan-2-ol), C(Cl)Cl (DCM). Reaction conditions: temperature 120 celsius. Product: C1(=CC=CC=C1)S(=O)(=O)N1C=CC=2C1=NC=C(C2N[C@H]2CN(CCC2)CC2=CC=CC=C2)[N+](=O)[O-] ((1-benzenesulfonyl-5-nitro-1H-pyrrolo[2,3-b]pyridin-4-yl)-((R)-1-benzyl-piperidin-3-yl)amine). The yield is 113.3%. RXN SMILES: [C:1]1([S:7]([N:10]2[C:14]3=[N:15][CH:16]=[C:17]([N+:20]([O-:22])=[O:21])[C:18](Cl)=[C:13]3[CH:12]=[CH:11]2)(=[O:9])=[O:8])[CH:6]=[CH:5][CH:4]=[CH:3][CH:2]=1.[CH2:23]([N:30]1[CH2:35][CH2:34][CH2:33][C@@H:32]([NH2:36])[CH2:31]1)[C:24]1[CH:29]=[CH:28][CH:27]=[CH:26][CH:25]=1.C(N(C(C)C)CC)(C)C>CC(O)C.C(Cl)Cl>[C:1]1([S:7]([N:10]2[C:14]3=[N:15][CH:16]=[C:17]([N+:20]([O-:22])=[O:21])[C:18]([NH:36][C@@H:32]4[CH2:33][CH2:34][CH2:35][N:30]([CH2:23][C:24]5[CH:29]=[CH:28][CH:27]=[CH:26][CH:25]=5)[CH2:31]4)=[C:13]3[CH:12]=[CH:11]2)(=[O:9])=[O:8])[CH:6]=[CH:5][CH:4]=[CH:3][CH:2]=1. Procedure: A mixture of 1-benzenesulfonyl-4-chloro-5-nitro-1H-pyrrolo[2,3-b]pyridine (260 mg, 0.77 mmol), (R)-1-benzyl-3-aminopiperidine (175 mg, 0.92 mmol), diisopropylethylamine (197 μl, 1.16 mmol) in propan-2-ol (5 ml) was heated in a microwave reactor at 120° C. for 10 minutes. The mixture was diluted with DCM and then purified by column chromatography on silica gel (gradient: 0 to 40% ethyl acetate in cyclohexane) affording 429 mg of (1-benzenesulfonyl-5-nitro-1H-pyrrolo[2,3-b]pyridin-4-yl)-((R)-1-ben... Reactants: BrC=1C=C(C=2CCN(C(C2C1)=O)C(CCC)CCC)C(=O)OC (methyl 7-bromo-1-oxo-2-(1-propylbutyl)-1,2,3,4-tetrahydroisoquinoline-5-carboxylate), C([O-])(O)=O.[Na+] (sodium bicarbonate). The reagents and catalysts are CN(C=O)C (dimethylformamide). The solvent is O1CCOCC1 (dioxane), O (water). Conditions: temperature 150 celsius. Product: CC=1C=C(C=2CCN(C(C2C1)=O)C(CCC)CCC)C(=O)OC (Methyl 7-methyl-1-oxo-2-(1-propylbutyl)-1,2,3,4-tetrahydroisoquinoline-5-carboxylate). RXN SMILES: Br[C:2]1[CH:3]=[C:4]([C:20]([O:22][CH3:23])=[O:21])[C:5]2[CH2:6][CH2:7][N:8]([CH:13]([CH2:17][CH2:18][CH3:19])[CH2:14][CH2:15][CH3:16])[C:9](=[O:12])[C:10]=2[CH:11]=1.[C:24](=O)(O)[O-].[Na+]>O1CCOCC1.O.CN(C)C=O>[CH3:24][C:2]1[CH:3]=[C:4]([C:20]([O:22][CH3:23])=[O:21])[C:5]2[CH2:6][CH2:7][N:8]([CH:13]([CH2:17][CH2:18][CH3:19])[CH2:14][CH2:15][CH3:16])[C:9](=[O:12])[C:10]=2[CH:11]=1 |f:1.2|. Procedure: Added to a solution of 0.385 g of methyl 7-bromo-1-oxo-2-(1-propylbutyl)-1,2,3,4-tetrahydroisoquinoline-5-carboxylate in 9.6 cm3 of dioxane, 2 cm3 of water and one drop of dimethylformamide, at a temperature close to 20° C., are 190 mg of sodium bicarbonate. The reaction medium is then degassed under an argon atmosphere, then 58 mg of methylboronic acid and 93 mg of tetrakis(triphenylphosphine)palladium are added. The mixture is heated at 150° C. in a microwave oven for 8 minutes, cooled to a te... Reactants: C1CCCC2=CC=CC=C12 (1,2,3,4-tetrahydronapthalene), CC(C)([O-])C.[K+] (potassium tert-butoxide), CN(CCN(C)C)C (N,N,N',N'-tetramethylethylenediamine), C(CCC)[Li] (n-butyl lithium), C(=O)=O (carbon dioxide). Solvent: O (water), CCCCCC (hexane). Run at time 15 minute. Yields the product C1(CCCC2=CC=CC=C12)C(=O)O (1,2,3,4-tetrahydro-1-naphthoic acid). RXN SMILES: CC(C)([O-])C.[K+].CN(C)CCN(C)C.C([Li])CCC.[CH2:20]1[C:29]2[C:24](=[CH:25][CH:26]=[CH:27][CH:28]=2)[CH2:23][CH2:22][CH2:21]1.[C:30](=[O:32])=[O:31]>CCCCCC.O>[CH:28]1([C:30]([OH:32])=[O:31])[C:29]2[C:24](=[CH:23][CH:22]=[CH:21][CH:20]=2)[CH2:25][CH2:26][CH2:27]1 |f:0.1|. Reported procedure: A mixture of potassium tert-butoxide (74.13 g, 661 mmol) and N,N,N',N'-tetramethylethylenediamine (6.63M, 78.92 mL, 523 mmol) in 1.7 L of hexane was cooled to below -30° C. under a nitrogen atmosphere and then n-butyl lithium (1.6M, 327 mL, 523 mmol) was added over 15 minutes. The mixture was stirred for 15 minutes and 1,2,3,4-tetrahydronapthalene (7.36M, 85.27 mL, 623 mmol) was added. The mixture was stirred for 6 hours at 0° C. and then for 18 hours at between 0° and 20° C. The mixture was aer... The reactants are CCOC(=O)C(C)Br, CCO, [K+], [OH-], CC(C)(C)OC(=O)NO. Yields the product CCOC(=O)C(C)ONC(=O)OC(C)(C)C. As a reaction SMILES: [Br:12][CH:13]([C:14](=[O:15])[O:16][CH2:17][CH3:18])[CH3:19].[CH3:20][CH2:21][OH:22].[K+:11].[OH-:10].[OH:1][NH:2][C:3]([O:4][C:5]([CH3:6])([CH3:7])[CH3:8])=[O:9]>>[O:1]([NH:2][C:3]([O:4][C:5]([CH3:6])([CH3:7])[CH3:8])=[O:9])[CH:13]([C:14](=[O:15])[O:16][CH2:17][CH3:18])[CH3:19].